From a dataset of the Open Reaction Database (ORD), a public repository of structured organic reaction records. describe an organic reaction: reactants, conditions, products, and yield Reactants: C(C)OC(C=CC1=CC=C(C=C1)C(=O)OC(C)(C)C)=O (3-(4-t-butyloxycarbonylphenyl)acrylic acid ethyl ester). Reagents/catalysts: [Pd] (palladium-charcoal). Run in C(C)O (ethanol). The product is C(C)OC(CCC1=CC=C(C=C1)C(=O)OC(C)(C)C)=O (3-(4-tert-butyloxycarbonylphenyl)propionic acid ethyl ester). Reaction SMILES: [CH2:1]([O:3][C:4](=[O:20])[CH:5]=[CH:6][C:7]1[CH:12]=[CH:11][C:10]([C:13]([O:15][C:16]([CH3:19])([CH3:18])[CH3:17])=[O:14])=[CH:9][CH:8]=1)[CH3:2]>C(O)C.[Pd]>[CH2:1]([O:3][C:4](=[O:20])[CH2:5][CH2:6][C:7]1[CH:8]=[CH:9][C:10]([C:13]([O:15][C:16]([CH3:19])([CH3:18])[CH3:17])=[O:14])=[CH:11][CH:12]=1)[CH3:2]. Procedure details: A mixture of 3-(4-t-butyloxycarbonylphenyl)acrylic acid ethyl ester (11.52 g) and 5% palladium-charcoal in ethanol (115 ml) was stirred under hydrogen atmosphere at room temperature. The catalyst was removed by filtration and washed with ethanol. The combined solution was evaporated to give 3-(4-tert-butyloxycarbonylphenyl)propionic acid ethyl ester. The reactants are OC1=NC=CC=C1 (2-hydroxypryidine), IC1=CC=C(C(=O)OCC)C=C1 (ethyl 4-iodobenzoate), C([O-])([O-])=O.[K+].[K+] (potassium carbonate). Reagents/catalysts: [Cu] (copper). Run in CN(C=O)C (N,N-dimethylformamide). Conditions: temperature 175 celsius, time 4 hour. The product is O=C1N(C=CC=C1)C1=CC=C(C(=O)OCC)C=C1 (ethyl 4-(2-oxo-1,2-dihydropyridin-1yl)benzoate). The yield is 35.5%. As a reaction SMILES: [OH:1][C:2]1[CH:7]=[CH:6][CH:5]=[CH:4][N:3]=1.I[C:9]1[CH:19]=[CH:18][C:12]([C:13]([O:15][CH2:16][CH3:17])=[O:14])=[CH:11][CH:10]=1.C(=O)([O-])[O-].[K+].[K+]>CN(C)C=O.[Cu]>[O:1]=[C:2]1[CH:7]=[CH:6][CH:5]=[CH:4][N:3]1[C:9]1[CH:19]=[CH:18][C:12]([C:13]([O:15][CH2:16][CH3:17])=[O:14])=[CH:11][CH:10]=1 |f:2.3.4|. Procedure details: A mixture of 2-hydroxypryidine (2.40 g), ethyl 4-iodobenzoate (6.97 g), potassium carbonate (3.83 g) and copper (253 mg) in N,N-dimethylformamide (12 ml) was stirred for 4 hours at 175° C. under nitrogen atmosphere. Insoluble material was filtered off, and the filtrate was concentrated in vacuo. To the residue was added ethyl acetate and 1N hydrochloric acid, the organic layer was washed with water, saturated sodium bicarbonate solution and brine, dried over magnesium sulfate and concentrated in...